The task is: describe an organic reaction: reactants, conditions, products, and yield. This data is from the Open Reaction Database (ORD), a public repository of structured organic reaction records. Reactants: N(=NC(=O)OC(C)C)C(=O)OC(C)C (diisopropyl azodicarboxylate), C1(=CC=CC=C1)P(C1=CC=CC=C1)C1=CC=CC=C1 (triphenylphosphine), C1=C(C=CC2=CC=CC=C12)O (naphth-2-ol), OCC1CN(CC1)C(=O)OCC=1N=CSC1 (thiazol-4-ylmethyl 3-(hydroxymethyl)pyrrolidine-1-carboxylate). Solvent: C1(=CC=CC=C1)C (toluene), C1(=CC=CC=C1)C (toluene), O (water). Reaction conditions: time 14 hour. The product is C1=C(C=CC2=CC=CC=C12)OCC1CN(CC1)C(=O)OCC=1N=CSC1 (Thiazol-4-ylmethyl 3-(naphth-2-yloxymethyl)pyrrolidine-1-carboxylate). The yield is 39.5%. Reaction SMILES: [OH:1][CH2:2][CH:3]1[CH2:7][CH2:6][N:5]([C:8]([O:10][CH2:11][C:12]2[N:13]=[CH:14][S:15][CH:16]=2)=[O:9])[CH2:4]1.C1(P(C2C=CC=CC=2)C2C=CC=CC=2)C=CC=CC=1.[CH:36]1[C:45]2[C:40](=[CH:41][CH:42]=[CH:43][CH:44]=2)[CH:39]=[CH:38][C:37]=1O.N(C(OC(C)C)=O)=NC(OC(C)C)=O>C1(C)C=CC=CC=1.O>[CH:44]1[C:45]2[C:40](=[CH:39][CH:38]=[CH:37][CH:36]=2)[CH:41]=[CH:42][C:43]=1[O:1][CH2:2][CH:3]1[CH2:7][CH2:6][N:5]([C:8]([O:10][CH2:11][C:12]2[N:13]=[CH:14][S:15][CH:16]=2)=[O:9])[CH2:4]1. Procedure: 0.25 g (1.03 mmol) of thiazol-4-ylmethyl 3-(hydroxymethyl)pyrrolidine-1-carboxylate is dissolved in 8 ml of toluene. 0.35 g (1.34 mmol) of triphenylphosphine and 0.16 g (1.13 mmol) of naphth-2-ol are added and then the medium is cooled to 0° C. for slow addition of a solution of 0.27 g (1.34 mmol) of diisopropyl azodicarboxylate in 2 ml of toluene. The medium is stirred at ambient temperature for 14 hours. The residue obtained is taken up in water and extracted twice with dichloromethane. The co... Reactants: Nc1cccc(Cl)c1, O=C1Cc2cc(S(=O)(=O)Cl)ccc2N1, ClCCl, c1ccncc1. As a reaction SMILES: [Cl:15][c:16]1[cH:17][c:18]([NH2:19])[cH:20][cH:21][cH:22]1.[Cl:1][S:2](=[O:3])(=[O:4])[c:5]1[cH:6][c:7]2[c:11]([cH:12][cH:13]1)[NH:10][C:9](=[O:14])[CH2:8]2.[Cl:29][CH2:30][Cl:31].[cH:23]1[cH:24][cH:25][n:26][cH:27][cH:28]1>>[S:2](=[O:3])(=[O:4])([c:5]1[cH:6][c:7]2[c:11]([cH:12][cH:13]1)[NH:10][C:9](=[O:14])[CH2:8]2)[NH:19][c:18]1[cH:17][c:16]([Cl:15])[cH:22][cH:21][cH:20]1. Product: O=C1Cc2cc(S(=O)(=O)Nc3cccc(Cl)c3)ccc2N1. Reactants: CC(C)O, COC(=O)c1cccc(-c2nc3ccccn3c2-c2ccnc(Cl)n2)c1, ClCCl, COc1cc(CCN2CCCCC2)c(F)cc1N, Cc1ccc(S(=O)(=O)O)cc1. Product: COC(=O)c1cccc(-c2nc3ccccn3c2-c2ccnc(Nc3cc(F)c(CCN4CCCCC4)cc3OC)n2)c1. As a reaction SMILES: [CH:56]([OH:57])([CH3:58])[CH3:59].[Cl:1][c:2]1[n:3][cH:4][cH:5][c:6](-[c:8]2[c:9](-[c:17]3[cH:18][c:19]([C:20](=[O:21])[O:22][CH3:23])[cH:24][cH:25][cH:26]3)[n:10][c:11]3[n:12]2[cH:13][cH:14][cH:15][cH:16]3)[n:7]1.[Cl:60][CH2:61][Cl:62].[F:27][c:28]1[c:29]([CH2:37][CH2:38][N:39]2[CH2:40][CH2:41][CH2:42][CH2:43][CH2:44]2)[cH:30][c:31]([O:35][CH3:36])[c:32]([NH2:33])[cH:34]1.[c:45]1([CH3:46])[cH:47][cH:48][c:49]([S:50]([OH:51])(=[O:52])=[O:53])[cH:54][cH:55]1>>[c:2]1([NH:33][c:32]2[c:31]([O:35][CH3:36])[cH:30][c:29]([CH2:37][CH2:38][N:39]3[CH2:40][CH2:41][CH2:42][CH2:43][CH2:44]3)[c:28]([F:27])[cH:34]2)[n:3][cH:4][cH:5][c:6](-[c:8]2[c:9](-[c:17]3[cH:18][c:19]([C:20](=[O:21])[O:22][CH3:23])[cH:24][cH:25][cH:26]3)[n:10][c:11]3[n:12]2[cH:13][cH:14][cH:15][cH:16]3)[n:7]1.